Dataset: the Open Reaction Database (ORD), a public repository of structured organic reaction records. Task: describe an organic reaction: reactants, conditions, products, and yield Reactants: CS(=O)(=O)OCC[C@]1(CN(CO1)C(C1=CC(=CC(=C1)C(F)(F)F)C(F)(F)F)=O)C1=CC(=C(C=C1)F)Br (2-[(5R)-3-[3,5-Bis(trifluoromethyl)benzoyl]-5-(3-bromo-4-fluorophenyl)-1,3-oxazolidin-5-yl]ethyl methanesulfonate), N1CCC2(CC1)[C@H](CC1=CC=CC=C12)OCC(=O)OCC (Ethyl [(2S)-2,3-dihydrospiro[indene-1,4′-piperidin]-2-yloxy]acetate). Product: FC(C=1C=C(C(=O)N2CO[C@@](C2)(C2=CC(=C(C=C2)F)Br)CCN2CCC3(CC2)[C@H](CC2=CC=CC=C23)OCC(=O)OCC)C=C(C1)C(F)(F)F)(F)F (Ethyl {[(2S)-1′-{2-[(5R)-3-[3,5-bis(trifluoromethyl)benzoyl]-5-(3-bromo-4-fluorophenyl)-1,3-oxazolidin-5-yl]ethyl}-2,3-dihydrospiro[indene-1,4′-piperidin]-2-yl]oxy}acetate). Yield: 67.2%. Reaction SMILES: CS(O[CH2:6][CH2:7][C@:8]1([C:29]2[CH:34]=[CH:33][C:32]([F:35])=[C:31]([Br:36])[CH:30]=2)[O:12][CH2:11][N:10]([C:13](=[O:28])[C:14]2[CH:19]=[C:18]([C:20]([F:23])([F:22])[F:21])[CH:17]=[C:16]([C:24]([F:27])([F:26])[F:25])[CH:15]=2)[CH2:9]1)(=O)=O.[NH:37]1[CH2:42][CH2:41][C:40]2([C:50]3[C:45](=[CH:46][CH:47]=[CH:48][CH:49]=3)[CH2:44][C@@H:43]2[O:51][CH2:52][C:53]([O:55][CH2:56][CH3:57])=[O:54])[CH2:39][CH2:38]1>>[F:23][C:20]([F:21])([F:22])[C:18]1[CH:19]=[C:14]([CH:15]=[C:16]([C:24]([F:25])([F:27])[F:26])[CH:17]=1)[C:13]([N:10]1[CH2:9][C@@:8]([CH2:7][CH2:6][N:37]2[CH2:42][CH2:41][C:40]3([C:50]4[C:45](=[CH:46][CH:47]=[CH:48][CH:49]=4)[CH2:44][C@@H:43]3[O:51][CH2:52][C:53]([O:55][CH2:56][CH3:57])=[O:54])[CH2:39][CH2:38]2)([C:29]2[CH:34]=[CH:33][C:32]([F:35])=[C:31]([Br:36])[CH:30]=2)[O:12][CH2:11]1)=[O:28]. Procedure details: The compound (470 mg, 0.77 mmol) obtained in Example 91i and the compound (335.4 mg, 1.16 mmol) obtained in Example 1h were used to give the title compound (415 mg; yield, 67%) as a white solid according to the method described in Example 1i. Reactants: NC1=CC=C2C=CC=NC2=C1 (7-aminoquinoline), C(C)C1=C(C(=O)O)C=CC(=N1)C(F)(F)F (2-ethyl -6-trifluoromethylnicotinic acid). Product: CC1=C(C(=O)NC2=CC=C3C=CC=NC3=C2)C=CC(=N1)C(F)(F)F (2-Methyl-N-quinolin-7-yl-6-trifluoromethyl-nicotinamide). As a reaction SMILES: [NH2:1][C:2]1[CH:11]=[C:10]2[C:5]([CH:6]=[CH:7][CH:8]=[N:9]2)=[CH:4][CH:3]=1.[CH2:12]([C:14]1[N:22]=[C:21]([C:23]([F:26])([F:25])[F:24])[CH:20]=[CH:19][C:15]=1[C:16](O)=[O:17])C>>[CH3:12][C:14]1[N:22]=[C:21]([C:23]([F:26])([F:24])[F:25])[CH:20]=[CH:19][C:15]=1[C:16]([NH:1][C:2]1[CH:11]=[C:10]2[C:5]([CH:6]=[CH:7][CH:8]=[N:9]2)=[CH:4][CH:3]=1)=[O:17]. Procedure details: Using the procedure outlined in Example 45, the title compound was prepared from 7-aminoquinoline (D55) (30 mg, 21 mmol) and 2-ethyl -6-trifluoromethylnicotinic acid (51 mg, 0.25 mmol) as a yellow solid. MS(ES): MH+ 332, M-H+ 330